This data is from the Open Reaction Database (ORD), a public repository of structured organic reaction records. The task is: describe an organic reaction: reactants, conditions, products, and yield Starting materials: ClC1=CC=2C(C3=CC=CC=C3C2C=C1)=NN (2-Chloro-9-fluorenone hydrazone). Reagents/catalysts: [O-2].[O-2].[Mn+4] (manganese dioxide). The solvent is O1CCCC1 (tetrahydrofuran). Conditions: time 18 hour. Product: ClC1=CC=2C(C3=CC=CC=C3C2C=C1)=[N+]=[N-] (2-Chloro-9-diazofluorene). Yield: 100.9%. Reaction SMILES: [Cl:1][C:2]1[CH:14]=[CH:13][C:12]2[C:11]3[C:6](=[CH:7][CH:8]=[CH:9][CH:10]=3)[C:5](=[N:15][NH2:16])[C:4]=2[CH:3]=1>O1CCCC1.[O-2].[O-2].[Mn+4]>[Cl:1][C:2]1[CH:14]=[CH:13][C:12]2[C:11]3[C:6](=[CH:7][CH:8]=[CH:9][CH:10]=3)[C:5](=[N+:15]=[N-:16])[C:4]=2[CH:3]=1 |f:2.3.4|. Procedure details: A mixture of (19) (5.3 g, 23.2 mmoL) and activated manganese dioxide (20 g, 232.5 mmoL, 10 eq) in tetrahydrofuran (500 mL) was stirred at room temperature for 18 h. The mixture was then filtered through celite and concentrated to provide 5.3 g (100%) of product (20) as a red solid: mp 102°-108° C. The reactants are C[O-], Cc1ccc(Oc2ccc(C(=O)CNC(C)C)cc2O)cc1, [Na+], [Na+], [O-]c1ccccc1, O=C(Cl)c1ccccn1. The product is Cc1ccc(Oc2ccc(C(=O)CNC(C)C)cc2OC(=O)c2ccccn2)cc1. Reaction SMILES: [CH3:23][O-:24].[CH:1]([CH3:2])([CH3:3])[NH:4][CH2:5][C:6](=[O:7])[c:8]1[cH:9][c:10]([OH:22])[c:11]([O:14][c:15]2[cH:16][cH:17][c:18]([CH3:21])[cH:19][cH:20]2)[cH:12][cH:13]1.[Na+:25].[Na+:26].[O-:27][c:28]1[cH:29][cH:30][cH:31][cH:32][cH:33]1.[c:34]1([C:40](=[O:41])[Cl:42])[cH:35][cH:36][cH:37][cH:38][n:39]1>>[CH:1]([CH3:2])([CH3:3])[NH:4][CH2:5][C:6](=[O:7])[c:8]1[cH:9][c:10]([O:22][C:40]([c:34]2[cH:35][cH:36][cH:37][cH:38][n:39]2)=[O:41])[c:11]([O:14][c:15]2[cH:16][cH:17][c:18]([CH3:21])[cH:19][cH:20]2)[cH:12][cH:13]1. Starting materials: C(C)(C)(C)OC(NC1(CCC1)C1=CC=C(C=C1)C1=NC=2N(N=C3C(=CC=CC23)Br)C=C1C1=CC=CC=C1)=O ({1-[4-(7-Bromo-3-phenylpyrimido[1,2-b]indazol-2-yl)phenyl]-cyclobutyl}carbamic acid tert-butyl ester), C(C=C)(=O)N (acrylamide), C1(=C(C=CC=C1)P(C1=C(C=CC=C1)C)C1=C(C=CC=C1)C)C (tri-2-tolylphosphane). The reagents and catalysts are C(C)(=O)[O-].[Pd+2].C(C)(=O)[O-] (palladium(II) acetate). Yields the product C(C)(C)(C)OC(=O)NC1(CCC1)C1=CC=C(C=C1)C1=NC=2N(N=C3C(=CC=CC23)/C=C/C(=O)N)C=C1C1=CC=CC=C1 ((E)-3-[2-(4-{1-[(tert-Butoxycarbonyl)amino]cyclobutyl}phenyl)-3-phenyl-pyrimido[1,2-b]indazol-7-yl]acrylamide). Yield: 143.0%. RXN SMILES: [C:1]([O:5][C:6](=[O:38])[NH:7][C:8]1([C:12]2[CH:17]=[CH:16][C:15]([C:18]3[C:31]([C:32]4[CH:37]=[CH:36][CH:35]=[CH:34][CH:33]=4)=[CH:30][N:21]4[N:22]=[C:23]5[C:28]([CH:27]=[CH:26][CH:25]=[C:24]5Br)=[C:20]4[N:19]=3)=[CH:14][CH:13]=2)[CH2:11][CH2:10][CH2:9]1)([CH3:4])([CH3:3])[CH3:2].[C:39]([NH2:43])(=[O:42])[CH:40]=[CH2:41].C1(C)C=CC=CC=1P(C1C=CC=CC=1C)C1C=CC=CC=1C>C([O-])(=O)C.[Pd+2].C([O-])(=O)C>[C:1]([O:5][C:6]([NH:7][C:8]1([C:12]2[CH:17]=[CH:16][C:15]([C:18]3[C:31]([C:32]4[CH:37]=[CH:36][CH:35]=[CH:34][CH:33]=4)=[CH:30][N:21]4[N:22]=[C:23]5[C:28]([CH:27]=[CH:26][CH:25]=[C:24]5/[CH:41]=[CH:40]/[C:39]([NH2:43])=[O:42])=[C:20]4[N:19]=3)=[CH:14][CH:13]=2)[CH2:11][CH2:10][CH2:9]1)=[O:38])([CH3:4])([CH3:3])[CH3:2] |f:3.4.5|. Procedure: 200 mg (0.351 mmol) {1-[4-(7-Bromo-3-phenylpyrimido[1,2-b]indazol-2-yl)phenyl]-cyclobutyl}carbamic acid tert-butyl ester (intermediate example Int-2-1), 49.9 mg (0.7 mmol) acrylamide, 18.2 mg (0.06 mmol) tri-2-tolylphosphane and 7.9 mg (0.035 mmol) palladium(II) acetate were treated in 2.47 mL degassed acetonitrile as described in example 13 (step 1). After the work-up 281 mg (>100%) of the crude product were obtained and used in the next step without further purification. The reactants are CC(=O)O, CCS(=O)(=O)Nc1ccc(C(F)(F)F)cn1, O, O=[N+]([O-])O. Product: CCS(=O)(=O)Nc1ncc(C(F)(F)F)cc1[N+](=O)[O-]. As a reaction SMILES: [CH3:22][C:23](=[O:24])[OH:25].[F:1][C:2]([c:3]1[cH:4][cH:5][c:6]([NH:9][S:10](=[O:11])(=[O:12])[CH2:13][CH3:14])[n:7][cH:8]1)([F:15])[F:16].[OH2:21].[OH:17][N+:18]([O-:19])=[O:20]>>[F:1][C:2]([c:3]1[cH:4][c:5]([N+:18](=[O:17])[O-:19])[c:6]([NH:9][S:10](=[O:11])(=[O:12])[CH2:13][CH3:14])[n:7][cH:8]1)([F:15])[F:16]. Starting materials: ClC1=CC=C(C=C1)S(=O)(=O)C1CC(N(C1C1=C(C=CC=C1)F)C(CNC(=O)NC1=CC(=CC=C1)CC(=O)OC)=O)C(NCC(C)C)=O ((2 RS,4 SR,5RS)-4-(4-chlorophenyl)sulphonyl-5-(2-fluorophenyl)-2-isobutylcarbamoyl-1-{2-[3-(3-methoxycarbonylmethylphenyl)ureido]acetyl}-pyrrolidine), [OH-].[K+] (potassium hydroxide). The solvent is CO (methanol), O (water). Product: ClC1=CC=C(C=C1)S(=O)(=O)C1CC(N(C1C1=C(C=CC=C1)F)C(CNC(NC=1C=C(C=CC1)CC(=O)O)=O)=O)(CC(C)C)C(N)=O (3-(3-{2-[4-(4-chlorophenyl)sulphonyl-5-(2-fluorophenyl)-2-isobutyl carbamoyl-1-pyrrolidinyl]-2-oxoethyl}ureido)phenylacetic acid). Isolated yield 100.6%. RXN SMILES: [Cl:1][C:2]1[CH:7]=[CH:6][C:5]([S:8]([CH:11]2[CH:15]([C:16]3[CH:21]=[CH:20][CH:19]=[CH:18][C:17]=3[F:22])[N:14]([C:23](=[O:40])[CH2:24][NH:25][C:26]([NH:28][C:29]3[CH:34]=[CH:33][CH:32]=[C:31]([CH2:35][C:36]([O:38]C)=[O:37])[CH:30]=3)=[O:27])[CH:13]([C:41](=[O:47])[NH:42]CC(C)C)[CH2:12]2)(=[O:10])=O)=[CH:4][CH:3]=1.[OH-:48].[K+]>CO.O>[Cl:1][C:2]1[CH:7]=[CH:6][C:5]([S:8]([CH:11]2[CH:15]([C:16]3[CH:21]=[CH:20][CH:19]=[CH:18][C:17]=3[F:22])[N:14]([C:23](=[O:40])[CH2:24][NH:25][C:26](=[O:27])[NH:28][C:29]3[CH:30]=[C:31]([CH2:35][C:36]([OH:38])=[O:37])[CH:32]=[CH:33][CH:34]=3)[C:13]([C:41](=[O:47])[NH2:42])([CH2:15][CH:16]([CH3:21])[CH3:17])[CH2:12]2)(=[O:10])=[O:48])=[CH:4][CH:3]=1 |f:1.2|. Procedure: A The process is performed as in Example 1A, but starting with 3.35 g of (2 RS,4 SR,5RS)-4-(4-chlorophenyl)sulphonyl-5-(2-fluorophenyl)-2-isobutylcarbamoyl-1-{2-[3-(3-methoxycarbonylmethylphenyl)ureido]acetyl}-pyrrolidine and 0.36 g of potassium hydroxide in a mixture of 60 cm3 of methanol and 20 cm3 of distilled water. After treatment, 1.65 g of 3-(3-{2-[4-(4-chlorophenyl)sulphonyl-5-(2-fluorophenyl)-2-isobutyl carbamoyl-1-pyrrolidinyl]-2-oxoethyl}ureido)phenylacetic acid are obtained [Rf=0.45;... The reactants are BrBr, CC(=O)c1cccc(Br)c1, CC(=O)O. The product is O=C(CBr)c1cccc(Br)c1. RXN SMILES: [Br:11][Br:12].[Br:1][c:2]1[cH:3][c:4]([C:8]([CH3:9])=[O:10])[cH:5][cH:6][cH:7]1.[CH3:13][C:14](=[O:15])[OH:16]>>[Br:1][c:2]1[cH:3][c:4]([C:8]([CH2:9][Br:11])=[O:10])[cH:5][cH:6][cH:7]1.